Dataset: the Open Reaction Database (ORD), a public repository of structured organic reaction records. Task: describe an organic reaction: reactants, conditions, products, and yield Reactants: BrC=1C(=C(C(=C(C(=O)O)C1)NC1=C(C=CC=C1)F)F)F (5-Bromo-3,4-difluoro-2-((2-fluorophenyl)amino)benzoic acid), O=S(Cl)Cl (SOCl2), aliphatic and aromatic hydrocarbon, aliphatic and aromatic halo-hydrocarbon, ketone, ester, nitrile, amide, S1(=O)(=O)CCCC1 (sulfolane). The solvent is C(C)O (ethanol), CO (methanol), CN1CCCN(C1=O)C (DMPU), CN(C)P(=O)(N(C)C)N(C)C (HMPA), CS(=O)C (DMSO), CCOCC (ether), CO (MeOH). Yields the product BrC=1C(=C(C(=C(C(=O)OC)C1)NC1=C(C=CC=C1)F)F)F (Methyl 5-bromo-3,4-difluoro-2-((2-fluorophenyl)amino)benzoate). Reaction SMILES: [Br:1][C:2]1[C:3]([F:20])=[C:4]([F:19])[C:5]([NH:11][C:12]2[CH:17]=[CH:16][CH:15]=[CH:14][C:13]=2[F:18])=[C:6]([CH:10]=1)[C:7]([OH:9])=[O:8].O=S(Cl)Cl.S1(CCC[CH2:28]1)(=O)=O>C(O)C.CO.CN1C(=O)N(C)CCC1.CN(P(N(C)C)(N(C)C)=O)C.CS(C)=O.CCOCC>[Br:1][C:2]1[C:3]([F:20])=[C:4]([F:19])[C:5]([NH:11][C:12]2[CH:17]=[CH:16][CH:15]=[CH:14][C:13]=2[F:18])=[C:6]([CH:10]=1)[C:7]([O:9][CH3:28])=[O:8]. Reported procedure: 5-Bromo-3,4-difluoro-2-((2-fluorophenyl)amino)benzoic acid can be reacted with MeOH in the presence of SOCl2 in appropriate solvent (include aliphatic and aromatic hydrocarbon (such as pentane, hexane, heptane, cyclohexane, petroleum ether, petrol, gasoline, benzene, toluene, xylene), aliphatic and aromatic halo-hydrocarbon (such as dichloromethane, 1,2-dichloroethane, chloroform, phenixin, chlorobenzene, o-dichlorobenzene), ether (such as diethyl ether, dibutyl ether, glycol dimethyl ether, 2-m...